This data is from the Open Reaction Database (ORD), a public repository of structured organic reaction records. The task is: describe an organic reaction: reactants, conditions, products, and yield Reactants: CN(C)CCn1c2ccccc2c2ccccc21, CN(C)CCn1c2ccccc2c2cc([N+](=O)[O-])ccc21, CC(=O)O, O=[N+]([O-])O. Yields the product CN(C)CCn1c2ccccc2c2cc(N)ccc21. Reaction SMILES: [CH3:1][N:2]([CH3:3])[CH2:4][CH2:5][n:6]1[c:7]2[cH:8][cH:9][cH:10][cH:11][c:12]2[c:13]2[c:14]1[cH:15][cH:16][cH:17][cH:18]2.[CH3:23][N:24]([CH2:25][CH2:26][n:27]1[c:28]2[cH:29][cH:30][cH:31][cH:32][c:33]2[c:34]2[cH:35][c:36]([N+:40]([O-:41])=[O:42])[cH:37][cH:38][c:39]12)[CH3:43].[CH3:44][C:45](=[O:46])[OH:47].[OH:19][N+:20](=[O:21])[O-:22]>>[CH3:23][N:24]([CH2:25][CH2:26][n:27]1[c:28]2[cH:29][cH:30][cH:31][cH:32][c:33]2[c:34]2[cH:35][c:36]([NH2:40])[cH:37][cH:38][c:39]12)[CH3:43]. Product: Br, CCCCCCCCCCCCCCCCNc1ccc(COC(C)=O)cc1. RXN SMILES: [C:1]([CH3:2])(=[O:3])[Br:4].[CH2:5]([CH2:6][CH2:7][CH2:8][CH2:9][CH2:10][CH2:11][CH2:12][CH2:13][CH2:14][CH2:15][CH2:16][CH2:17][CH2:18][CH2:19][CH3:20])[NH:21][c:22]1[cH:23][cH:24][c:25]([CH2:26][OH:27])[cH:28][cH:29]1.[OH2:30].[OH:31][C:32]([C:33]([F:34])([F:35])[F:36])=[O:37]>>[BrH:4].[C:1]([CH3:2])(=[O:3])[O:27][CH2:26][c:25]1[cH:24][cH:23][c:22]([NH:21][CH2:5][CH2:6][CH2:7][CH2:8][CH2:9][CH2:10][CH2:11][CH2:12][CH2:13][CH2:14][CH2:15][CH2:16][CH2:17][CH2:18][CH2:19][CH3:20])[cH:29][cH:28]1. Reactants: CC(=O)Br, CCCCCCCCCCCCCCCCNc1ccc(CO)cc1, O, O=C(O)C(F)(F)F. Starting materials: CC1CC(OCC1)=O (4-methyl-3,4,5,6-tetrahydro-2-pyranone), C(C)O (ethanol), Br (hydrogen bromide). The solvent is O (water). Conditions: time 8 hour. The product is C(C)OC(CC(CCBr)C)=O (5-Bromo-3-methylpentanoic acid ethyl ester). RXN SMILES: [CH3:1][CH:2]1[CH2:7][CH2:6][O:5][C:4](=[O:8])[CH2:3]1.[CH2:9](O)[CH3:10].[BrH:12]>O>[CH2:9]([O:5][C:4](=[O:8])[CH2:3][CH:2]([CH3:1])[CH2:7][CH2:6][Br:12])[CH3:10]. Reported procedure: A solution of 16.0 g. (0.14 mol) 4-methyl-3,4,5,6-tetrahydro-2-pyranone in 50 ml. anhydrous ethanol is saturated with hydrogen bromide gas at 0°-5° C., left to stand overnight, poured into water and extracted with diethyl ether. The combined ether extracts are dried over anhydrous sodium sulphate and evaporated and the residue is distilled in a vacuum to give 21.9 g. (70% of theory) of the desired product in the form of a colourless liquid; b.p. 85°-87° C./0.1 mm.; nD20 =1.4590. Run at time 3.5 hour. Run in O (water). As a reaction SMILES: C([O:3][C:4]([C@@H:6]1[CH2:11][CH2:10][CH2:9][N:8]([CH2:12][CH2:13][O:14][CH2:15][CH:16]=[C:17]([C:24]2[CH:29]=[CH:28][CH:27]=[C:26]([O:30][CH3:31])[CH:25]=2)[C:18]2[CH:23]=[CH:22][CH:21]=[CH:20][CH:19]=2)[CH2:7]1)=[O:5])C.C(O)C.[OH-].[Na+]>O>[CH3:31][O:30][C:26]1[CH:25]=[C:24]([C:17]([C:18]2[CH:23]=[CH:22][CH:21]=[CH:20][CH:19]=2)=[CH:16][CH2:15][O:14][CH2:13][CH2:12][N:8]2[CH2:9][CH2:10][CH2:11][C@@H:6]([C:4]([OH:5])=[O:3])[CH2:7]2)[CH:29]=[CH:28][CH:27]=1 |f:2.3|. Starting materials: C(C)OC(=O)[C@H]1CN(CCC1)CCOCC=C(C1=CC=CC=C1)C1=CC(=CC=C1)OC ((R)-N-(2-(3-(3-Methoxyphenyl)-3-phenyl-2-propen-1-yloxy)ethyl)-3-piperidinecarboxylic acid ethyl ester), C(C)O (ethanol), [OH-].[Na+] (sodium hydroxide). The product is COC=1C=C(C=CC1)C(=CCOCCN1C[C@@H](CCC1)C(=O)O)C1=CC=CC=C1 ((R)-N-(2-(3-(3-Methoxyphenyl)-3-phenyl-2-propen-1-yloxy)ethyl)-3-piperidinecarboxylic acid). The yield is 107.1%. Reported procedure: (R)-N-(2-(3-(3-Methoxyphenyl)-3-phenyl-2-propen-1-yloxy)ethyl)-3-piperidinecarboxylic acid ethyl ester (25 g, 59 mmol) was dissolved into 96% ethanol (275 ml) and a 12 N sodium hydroxide solution (22 ml) was added. The reaction mixture was stirred at room temperature for 3.5 h. The solvent was evaporated in vacuo and dichloromethane was added (250 ml). A concentrated hydrochloric acid solution (29.5 ml) was added with cooling of the reaction vessel in an ice-bath. The phases were separated and t... Starting materials: CN(N=C1C(CCCC1)CC1=CC=C(C=C1)Br)C (2-[(4-bromophenyl)methyl]-cyclohexanone dimethylhydrazone), CI (methyl iodide). Yields the product [I-].BrC1=CC=C(C=C1)CC1C(CCCC1)=N[N+](C)(C)C (2-[2-[(4-bromophenyl)methyl]-cyclohexylidene]-1,1,1-trimethyl-hydrazinium iodide), solid. Reaction SMILES: [CH3:1][N:2]([CH3:18])[N:3]=[C:4]1[CH2:9][CH2:8][CH2:7][CH2:6][CH:5]1[CH2:10][C:11]1[CH:16]=[CH:15][C:14]([Br:17])=[CH:13][CH:12]=1.[CH3:19][I:20]>>[I-:20].[Br:17][C:14]1[CH:15]=[CH:16][C:11]([CH2:10][CH:5]2[CH2:6][CH2:7][CH2:8][CH2:9][C:4]2=[N:3][N+:2]([CH3:19])([CH3:1])[CH3:18])=[CH:12][CH:13]=1 |f:2.3|. Procedure: 2-[(4-bromophenyl)methyl]-cyclohexanone dimethylhydrazone (16.2 g) (0.052 mol) and methyl iodide (60 ml) were stirred overnight at RT. The precipitate was filtered, washed twice with ethyl ether, then with EtOH, and finally with pentane After drying, 2-[2-[(4-bromophenyl)methyl]-cyclohexylidene]-1,1,1-trimethyl-hydrazinium iodide was obtained as a white solid (11.9 g, mp=173° C.). 1H NMR (CDCl3): 7.40 (2H, d), 7.05 (2H, d), 3.7 (9H, s), 3.3-3.1 (1H, m), 3.05 (1H, dd), 2.85-2.45 (3H, m), 2.15-1.4...